Dataset: the Open Reaction Database (ORD), a public repository of structured organic reaction records. Task: describe an organic reaction: reactants, conditions, products, and yield Reactants: [Br-], CS(C)=O, Clc1ccccc1CBr, [K+], Nc1c2c(nc3ccccc13)CCCC2=O, [OH-], O. The product is O=C1CCCc2nc3ccccc3c(NCc3ccccc3Cl)c21. RXN SMILES: [Br-:28].[CH3:29][S:30](=[O:31])[CH3:32].[Cl:19][c:20]1[c:21]([CH2:22][Br:23])[cH:24][cH:25][cH:26][cH:27]1.[K+:18].[NH2:1][c:2]1[c:3]2[cH:4][cH:5][cH:6][cH:7][c:8]2[n:9][c:10]2[c:15]1[C:14](=[O:16])[CH2:13][CH2:12][CH2:11]2.[OH-:17].[OH2:33]>>[NH:1]([c:2]1[c:3]2[cH:4][cH:5][cH:6][cH:7][c:8]2[n:9][c:10]2[c:15]1[C:14](=[O:16])[CH2:13][CH2:12][CH2:11]2)[CH2:22][c:21]1[c:20]([Cl:19])[cH:27][cH:26][cH:25][cH:24]1. Reactants: CCOC(=O)C (EtOAc), CSC=1C=CC(=NC1)C(=O)O (5-methylsulfanyl-pyridine-2-carboxylic acid), C1=CN(C=N1)C(=O)N2C=CN=C2 (CDI), CS(=O)(=O)O.NCC=1C=C2C(N(C(C2=CC1)=O)C1C(NC(CC1)=O)=O)=O (5-aminomethyl-2-(2,6-dioxo-piperidin-3-yl)-isoindole-1,3-dione methane sulfonate). Solvent: CN(C=O)C (N,N-dimethylformamide). Conditions: temperature 40 celsius, time 2 hour. Yields the product O=C1NC(CCC1N1C(C2=CC=C(C=C2C1=O)CNC(=O)C1=NC=C(C=C1)SC)=O)=O (5-methylsulfanyl-pyridine-2-carboxylic acid [2-(2,6-dioxo-piperidin-3-yl)-1,3-dioxo-2,3-dihydro-1H-isoindol-5-ylmethyl]-amide). Yield: 62.7%. Reaction SMILES: [CH3:1][S:2][C:3]1[CH:4]=[CH:5][C:6]([C:9]([OH:11])=O)=[N:7][CH:8]=1.C1N=CN(C(N2C=NC=C2)=O)C=1.CS(O)(=O)=O.[NH2:29][CH2:30][C:31]1[CH:32]=[C:33]2[C:37](=[CH:38][CH:39]=1)[C:36](=[O:40])[N:35]([CH:41]1[CH2:46][CH2:45][C:44](=[O:47])[NH:43][C:42]1=[O:48])[C:34]2=[O:49].CCOC(C)=O>CN(C)C=O>[O:48]=[C:42]1[CH:41]([N:35]2[C:34](=[O:49])[C:33]3[C:37](=[CH:38][CH:39]=[C:31]([CH2:30][NH:29][C:9]([C:6]4[CH:5]=[CH:4][C:3]([S:2][CH3:1])=[CH:8][N:7]=4)=[O:11])[CH:32]=3)[C:36]2=[O:40])[CH2:46][CH2:45][C:44](=[O:47])[NH:43]1 |f:2.3|. Procedure details: A stirred mixture or 5-methylsulfanyl-pyridine-2-carboxylic acid (0.34 g, 2.00 mmol) and CDI (0.34 g, 2.10 mmol) in N,N-dimethylformamide (15 mL) was heated to 40° C. under nitrogen. After 2 h, 5-aminomethyl-2-(2,6-dioxo-piperidin-3-yl)-isoindole-1,3-dione methane sulfonate (0.77 g, 2.00 mmol) was added and the mixture was heated at 40° C. for 2 h. The mixture was cooled to rt and EtOAc (75 mL) was added. The organic layer was washed with sat. aq. NaHCO3 (3×75 mL) then concentrated in vacuo. The... The reactants are COC1=CC=2CC[C@H]3[C@@H]4CCC([C@@]4(C)CC[C@@H]3C2C=C1)=O (3-methoxy-estra-1,3,5(10)-trien-17-one), C(Cl)Cl (methylene chloride), C[Si](C)(C)OS(=O)(=O)C(F)(F)F (trifluoromethanesulfonic acid trimethylsilyl ester). Run in C(C)N(CC)CC (triethylamine). Run at time 12 hour. Product: COC1=CC=2CC[C@H]3[C@@H]4CC=C([C@@]4(C)CC[C@@H]3C2C=C1)O[Si](C)(C)C (3-methoxy-17-trimethylsilyloxy-estra-1,3,5(10),16-tetraene). Reaction SMILES: [CH3:1][O:2][C:3]1[CH:20]=[CH:19][C:18]2[C@@H:17]3[C@H:8]([C@H:9]4[C@@:13]([CH2:15][CH2:16]3)([CH3:14])[C:12](=[O:21])[CH2:11][CH2:10]4)[CH2:7][CH2:6][C:5]=2[CH:4]=1.C(Cl)Cl.[CH3:25][Si:26](OS(C(F)(F)F)(=O)=O)([CH3:28])[CH3:27]>C(N(CC)CC)C>[CH3:1][O:2][C:3]1[CH:20]=[CH:19][C:18]2[C@@H:17]3[C@H:8]([C@H:9]4[C@@:13]([CH2:15][CH2:16]3)([CH3:14])[C:12]([O:21][Si:26]([CH3:28])([CH3:27])[CH3:25])=[CH:11][CH2:10]4)[CH2:7][CH2:6][C:5]=2[CH:4]=1. Procedure: 10 g of 3-methoxy-estra-1,3,5(10)-trien-17-one (35.2 mmol) is mixed with exclusion of moisture under inert gas with 30 ml of methylene chloride distilled on P2O5 and 10.5 g of trifluoromethanesulfonic acid trimethylsilyl ester (47.2 mmol, D=1.15). Then, about 7 ml of triethylamine (KOH dried, M=101.2; D=0.726) is added in portions with stirring and gentle cooling, and the solution reacts clearly in an alkaline way. Then, it is allowed to stand for 12 hours at room temperature, and after the reac... Starting materials: C(#N)C1=CC(=C(C=C1)C=1C=NN(C1O)C1=NC=C(C(=O)O)C=C1)C (6-(4-(4-cyano-2-methylphenyl)-5-hydroxy-1H-pyrazol-1-yl)nicotinic acid), Cl.CO[C@@H](CCN)C ((R)-3-methoxybutan-1-amine hydrochloride). Product: C(#N)C1=CC(=C(C=C1)C=1C=NN(C1O)C1=NC=C(C(=O)NCC[C@@H](C)OC)C=C1)C ((R)-6-(4-(4-cyano-2-methylphenyl)-5-hydroxy-1H-pyrazol-1-yl)-N-(3-methoxybutyl)nicotinamide). As a reaction SMILES: [C:1]([C:3]1[CH:8]=[CH:7][C:6]([C:9]2[CH:10]=[N:11][N:12]([C:15]3[CH:23]=[CH:22][C:18]([C:19](O)=[O:20])=[CH:17][N:16]=3)[C:13]=2[OH:14])=[C:5]([CH3:24])[CH:4]=1)#[N:2].Cl.[CH3:26][O:27][C@H:28]([CH3:32])[CH2:29][CH2:30][NH2:31]>>[C:1]([C:3]1[CH:8]=[CH:7][C:6]([C:9]2[CH:10]=[N:11][N:12]([C:15]3[CH:23]=[CH:22][C:18]([C:19]([NH:31][CH2:30][CH2:29][C@H:28]([O:27][CH3:26])[CH3:32])=[O:20])=[CH:17][N:16]=3)[C:13]=2[OH:14])=[C:5]([CH3:24])[CH:4]=1)#[N:2] |f:1.2|. Procedure details: The title compound was prepared in a manner similar to Example 112 using 6-(4-(4-cyano-2-methylphenyl)-5-hydroxy-1H-pyrazol-1-yl)nicotinic acid and (R)-3-methoxybutan-1-amine hydrochloride. 1H NMR (400 MHz, DMSO-d6) δ ppm 1.11 (d, J=6.32 Hz, 3H) 1.58-1.79 (m, 2H) 2.43 (s, 3H) 3.24 (s, 3H) 3.30-3.42 (m, 3H) 7.66 (dd, J=7.83, 1.26 Hz, 1H) 7.73 (s, 1H) 7.77 (br. s., 1H) 8.18 (br. s., 1H) 8.29-8.59 (m, 2H) 8.68 (t, J=5.31 Hz, 1H) 8.87-8.94 (m, 1H) 13.17 (br. s., 1H); ESI-MS m/z [M+H]+ 406.2. The reactants are COC([C@H](CC1=CC(=C(C=C1)OCCC=1N=C(OC1C)C1=CC=CC=C1)Br)N)=O ((2S)-2-Amino-3-{3-bromo-4-[2-(5-methyl-2-phenyl-1,3-oxazol-4-yl)-ethoxy]-phenyl}-propionic acid methyl ester), FC1=C(C=CC(=O)O)C=CC(=C1)F (2,4-difluorocinnamic acid). The product is BrC=1C=C(C=CC1OCCC=1N=C(OC1C)C1=CC=CC=C1)C[C@@H](C(=O)O)NC(C=CC1=C(C=C(C=C1)F)F)=O ((2S)-3-{3-bromo-4-[2-(5-methyl-2-phenyl-1,3-oxazol-4-yl)ethoxy]-phenyl}-2-(3-(2,4-difluorophenyl)-acryloylamino)-propanoic acid). The yield is 31.0%. Reaction SMILES: C[O:2][C:3](=[O:29])[C@@H:4]([NH2:28])[CH2:5][C:6]1[CH:11]=[CH:10][C:9]([O:12][CH2:13][CH2:14][C:15]2[N:16]=[C:17]([C:21]3[CH:26]=[CH:25][CH:24]=[CH:23][CH:22]=3)[O:18][C:19]=2[CH3:20])=[C:8]([Br:27])[CH:7]=1.[F:30][C:31]1[CH:41]=[C:40]([F:42])[CH:39]=[CH:38][C:32]=1[CH:33]=[CH:34][C:35](O)=[O:36]>>[Br:27][C:8]1[CH:7]=[C:6]([CH2:5][C@H:4]([NH:28][C:35](=[O:36])[CH:34]=[CH:33][C:32]2[CH:38]=[CH:39][C:40]([F:42])=[CH:41][C:31]=2[F:30])[C:3]([OH:2])=[O:29])[CH:11]=[CH:10][C:9]=1[O:12][CH2:13][CH2:14][C:15]1[N:16]=[C:17]([C:21]2[CH:26]=[CH:25][CH:24]=[CH:23][CH:22]=2)[O:18][C:19]=1[CH3:20]. Procedure: Following the procedures described in Example 1, Intermediate 3B was used in place of Intermediate 3A, and 2,4-difluorocinnamic acid was used in place of cinnamic acid to give (2S)-3-{3-bromo-4-[2-(5-methyl-2-phenyl-1,3-oxazol-4-yl)ethoxy]-phenyl}-2-(3-(2,4-difluorophenyl)-acryloylamino)-propanoic acid as a white solid with the yield of 31% and mp of 221-223° C. Reactants: 3R, ClC1=CC=C2C(=C1)NC(C21C(NC(CC1C1=CC(=CC=C1)Cl)=O)C1=C(C=CC(=C1)Cl)I)=O (6-chloro-4′-(3-chlorophenyl)-2′-(5-chloro-2-iodophenyl)spiro[3H-indole-3,3′-piperidine]-2,6′(1H)-dione), C(=O)([O-])[O-].[Cs+].[Cs+] (Cs2CO3), CN(CCN(C)C)C (N,N,N′,N′-tetramethylethylenediamine), N1C=NC=C1 (imidazole). Reagents/catalysts: [Cu]I (CuI). Solvent: CN(C=O)C (N,N-dimethylformamide). Run at temperature 170 celsius. Yields the product 3R, ClC1=CC=C2C(=C1)NC(C21C(NC(CC1C1=CC(=CC=C1)Cl)=O)C1=C(C=CC(=C1)Cl)N1C=NC=C1)=O (6-chloro-2′-(5-chloro-2-imidazol-1-yl-phenyl)-4′-(3-chlorophenyl)spiro[3H-indole-3,3′-piperidine]-2,6′(1H)-dione). Isolated yield 5.9%. RXN SMILES: [Cl:1][C:2]1[CH:7]=[C:6]2[NH:8][C:9](=[O:32])[C:10]3([CH:15]([C:16]4[CH:21]=[CH:20][CH:19]=[C:18]([Cl:22])[CH:17]=4)[CH2:14][C:13](=[O:23])[NH:12][CH:11]3[C:24]3[CH:29]=[C:28]([Cl:30])[CH:27]=[CH:26][C:25]=3I)[C:5]2=[CH:4][CH:3]=1.C([O-])([O-])=O.[Cs+].[Cs+].C[N:40]([CH3:46])[CH2:41][CH2:42][N:43](C)C.N1C=CN=C1>CN(C)C=O.[Cu]I>[Cl:1][C:2]1[CH:7]=[C:6]2[NH:8][C:9](=[O:32])[C:10]3([CH:15]([C:16]4[CH:21]=[CH:20][CH:19]=[C:18]([Cl:22])[CH:17]=4)[CH2:14][C:13](=[O:23])[NH:12][CH:11]3[C:24]3[CH:29]=[C:28]([Cl:30])[CH:27]=[CH:26][C:25]=3[N:40]3[CH:41]=[CH:42][N:43]=[CH:46]3)[C:5]2=[CH:4][CH:3]=1 |f:1.2.3|. Procedure details: A solution of racemic(2′R, 3R, 4′S)-6-chloro-4′-(3-chlorophenyl)-2′-(5-chloro-2-iodophenyl)spiro[3H-indole-3,3′-piperidine]-2,6′(1H)-dione (0.3 g, 0.5 mmol) in anhydrous N,N-dimethylformamide (10 mL) was added Cs2CO3 (1.2 g, 4 mmol) (Aldrich), CuI (95 mg, 0.5 mmol) (Aldrich), N,N,N′,N′-tetramethylethylenediamine (0.2 mL, 2 mmol), and imidazole (80 mg, 1 mmol). The mixture was heated under nitrogen at 170° C. for 0.5 h. The mixture was cooled to room temperature, partitioned between ethyl acetate... The reactants are ClC1=CC=C(C=C1)[C@@H]1CC[C@H](CC1)CC=CCCOC (1-chloro-4-[trans-4-(5-methoxy-2-pentenyl)cyclohexyl]benzene). Reagents/catalysts: [Ni] (Raney nickel). The solvent is C(C)(=O)OCC (ethyl acetate). Conditions: time 7 hour. The product is ClC1=CC=C(C=C1)[C@@H]1CC[C@H](CC1)CCCCCOC (1-chloro-4-[trans-4-(5-methoxypentyl)cyclohexyl]benzene). Yield: 62.5%. As a reaction SMILES: [Cl:1][C:2]1[CH:7]=[CH:6][C:5]([C@H:8]2[CH2:13][CH2:12][C@H:11]([CH2:14][CH:15]=[CH:16][CH2:17][CH2:18][O:19][CH3:20])[CH2:10][CH2:9]2)=[CH:4][CH:3]=1>C(OCC)(=O)C.[Ni]>[Cl:1][C:2]1[CH:3]=[CH:4][C:5]([C@H:8]2[CH2:9][CH2:10][C@H:11]([CH2:14][CH2:15][CH2:16][CH2:17][CH2:18][O:19][CH3:20])[CH2:12][CH2:13]2)=[CH:6][CH:7]=1. Procedure details: 5.4 g of 1-chloro-4-[trans-4-(5-methoxy-2-pentenyl)cyclohexyl]benzene are dissolved in 80 ml of ethyl acetate in an autoclave, treated with 1 g of Raney nickel and hydrogenated for 7 hours at 60° C. and 5 kg/cm2. The suspension is filtered and evaporated. The residue (5.2 g) is crystallized twice from 30 ml of ethanol each time and gives 3.4 g of 1-chloro-4-[trans-4-(5-methoxypentyl)cyclohexyl]benzene; m.p. (C--I) 52.8° C. Starting materials: CO, [H-], NCCc1c[nH]cn1, [Na+], C1CCOC1, CN(CC(c1ccccc1)c1ccccc1)C(=O)C(O)c1ccccc1. Yields the product CN(CC(c1ccccc1)c1ccccc1)C(=O)C(NCCc1c[nH]cn1)c1ccccc1. As a reaction SMILES: [CH3:37][OH:38].[H-:27].[NH2:29][CH2:30][CH2:31][c:32]1[cH:33][nH:34][cH:35][n:36]1.[Na+:28].[O:39]1[CH2:40][CH2:41][CH2:42][CH2:43]1.[c:1]1([CH:7]([CH2:8][N:9]([C:10]([CH:11]([c:12]2[cH:13][cH:14][cH:15][cH:16][cH:17]2)[OH:18])=[O:19])[CH3:20])[c:21]2[cH:22][cH:23][cH:24][cH:25][cH:26]2)[cH:2][cH:3][cH:4][cH:5][cH:6]1>>[c:1]1([CH:7]([CH2:8][N:9]([C:10]([CH:11]([c:12]2[cH:13][cH:14][cH:15][cH:16][cH:17]2)[NH:29][CH2:30][CH2:31][c:32]2[cH:33][nH:34][cH:35][n:36]2)=[O:19])[CH3:20])[c:21]2[cH:22][cH:23][cH:24][cH:25][cH:26]2)[cH:2][cH:3][cH:4][cH:5][cH:6]1. The reactants are FC(C(=O)O)(F)F (trifluoroacetic acid), FC(S(=O)(=O)O)(F)F (trifluoromethanesulfonic acid), COC1=CC=C(CS[C@H]2C[C@H](N(C2)C(=O)OCC2=CC=C(C=C2)[N+](=O)[O-])C(=O)N2CCN(CC2)C(C)=NC(=O)OCC2=CC=C(C=C2)[N+](=O)[O-])C=C1 ((2S,4S)-4-(4-methoxybenzylthio)-2-[4-(N-4-nitrobenzyloxycarbonylacetimidoyl)piperazin-1-ylcarbonyl]-1-(4-nitrobenzyloxycarbonyl)pyrrolidine). The product is FC(S(=O)(=O)O)(F)F.S[C@H]1C[C@H](N(C1)C(=O)OCC1=CC=C(C=C1)[N+](=O)[O-])C(=O)N1CCN(CC1)C(C)=NC(=O)OCC1=CC=C(C=C1)[N+](=O)[O-] ((2S,4S)-4-Mercapto-2-[4-(N-4-nitrobenzyloxycarbonylacetimidoyl)piperazin-1-ylcarbonyl]-1-(4-nitrobenzyloxycarbonyl)pyrrolidine Trifluoromethanesulfonate). Run at time 1 hour. Reaction SMILES: FC(F)(F)C(O)=O.[F:8][C:9]([F:15])([F:14])[S:10]([OH:13])(=[O:12])=[O:11].COC1C=CC(C[S:23][C@@H:24]2[CH2:28][N:27]([C:29]([O:31][CH2:32][C:33]3[CH:38]=[CH:37][C:36]([N+:39]([O-:41])=[O:40])=[CH:35][CH:34]=3)=[O:30])[C@H:26]([C:42]([N:44]3[CH2:49][CH2:48][N:47]([C:50](=[N:52][C:53]([O:55][CH2:56][C:57]4[CH:62]=[CH:61][C:60]([N+:63]([O-:65])=[O:64])=[CH:59][CH:58]=4)=[O:54])[CH3:51])[CH2:46][CH2:45]3)=[O:43])[CH2:25]2)=CC=1>C1(OC)C=CC=CC=1>[F:8][C:9]([F:15])([F:14])[S:10]([OH:13])(=[O:12])=[O:11].[SH:23][C@@H:24]1[CH2:28][N:27]([C:29]([O:31][CH2:32][C:33]2[CH:34]=[CH:35][C:36]([N+:39]([O-:41])=[O:40])=[CH:37][CH:38]=2)=[O:30])[C@H:26]([C:42]([N:44]2[CH2:45][CH2:46][N:47]([C:50](=[N:52][C:53]([O:55][CH2:56][C:57]3[CH:62]=[CH:61][C:60]([N+:63]([O-:65])=[O:64])=[CH:59][CH:58]=3)=[O:54])[CH3:51])[CH2:48][CH2:49]2)=[O:43])[CH2:25]1 |f:4.5|. Procedure: 3.2 ml of trifluoroacetic acid and 103 μl of trifluoromethanesulfonic acid were added to a solution of 430 mg of (2S,4S)-4-(4-methoxybenzylthio)-2-[4-(N-4-nitrobenzyloxycarbonylacetimidoyl)piperazin-1-ylcarbonyl]-1-(4-nitrobenzyloxycarbonyl)pyrrolidine [prepared as described in step (iii) above] in 636 μl of anisole, and the resulting mixture was stirred for 1 hour, whilst ice-cooling. An the end of this time, the reaction mixture was freed from the solvent by distillation under reduced pressure... The solvent is C1(=CC=CC=C1)OC (anisole).